This data is from the Open Reaction Database (ORD), a public repository of structured organic reaction records. The task is: describe an organic reaction: reactants, conditions, products, and yield Reactants: OCCBr, O=c1ccc(Br)c[nH]1, [H-], [Na+], CN(C)C=O. Product: O=c1ccc(Br)cn1CCO. Reaction SMILES: [Br:11][CH2:12][CH2:13][OH:14].[Br:1][c:2]1[cH:3][cH:4][c:5](=[O:8])[nH:6][cH:7]1.[H-:9].[Na+:10].[O:15]=[CH:16][N:17]([CH3:18])[CH3:19]>>[Br:1][c:2]1[cH:3][cH:4][c:5](=[O:8])[n:6]([CH2:12][CH2:13][OH:14])[cH:7]1. Reactants: C1=CC=CC=2C3=CC=CC=C3NC12 (carbazole), BrC1=CC(=CC=C1)Br (1,3-dibromobenzene), C(=O)([O-])[O-].[K+].[K+] (K2CO3). The reagents and catalysts are [Cu] (copper). The solvent is CN(C=O)C (N,N-dimethylformamide). Reaction conditions: temperature 130 celsius. The product is BrC=1C=C(C=CC1)N1C2=CC=CC=C2C=2C=CC=CC12 (9-(3-bromophenyl)-9H-carbazole). The yield is 71.0%. Reaction SMILES: [CH:1]1[C:13]2[NH:12][C:11]3[C:6](=[CH:7][CH:8]=[CH:9][CH:10]=3)[C:5]=2[CH:4]=[CH:3][CH:2]=1.[Br:14][C:15]1[CH:20]=[CH:19][CH:18]=[C:17](Br)[CH:16]=1.C([O-])([O-])=O.[K+].[K+]>[Cu].CN(C)C=O>[Br:14][C:15]1[CH:16]=[C:17]([N:12]2[C:11]3[CH:10]=[CH:9][CH:8]=[CH:7][C:6]=3[C:5]3[C:13]2=[CH:1][CH:2]=[CH:3][CH:4]=3)[CH:18]=[CH:19][CH:20]=1 |f:2.3.4|. Procedure: (see Kido, J.; Su, S. -J.; Sasabe, H.; Takeda, T.; Chem. Mater. 2008, 20(5), 1691-1693, which is incorporated by reference herein for its relevant teachings) was prepared as follows: a mixture of carbazole (4.000 g, 23.92 mmol), 1,3-dibromobenzene (14.11 g, 59.81 mmol), K2CO3 (9.919 g, 71.77 mmol), copper powder (4.561 g, 71.77 mmol) and anhydrous N,N-dimethylformamide (DMF) (120 mL) was degassed with argon for 1 h. while stirring. The reaction mixture was then maintained under argon at 130° C. ... The reactants are CC1=CC(=NN1CC(=O)N1CCC(CC1)N1N=CC(=N1)C(=O)OCC)C(F)(F)F (Ethyl 2-[1-[[5-methyl-3-(trifluoromethyl)-1H-pyrazol-1-yl]acetyl]-4-piperidinyl]-2H-1,2,3-triazole-4-carboxylate), CC1=CC(=NN1CC(=O)N1CCC(CC1)N1N=CC(=N1)C(=O)OCC)C(F)(F)F (ethyl 2-[1-[[5-methyl-3-(trifluoromethyl)-1H-pyrazol-1-yl]acetyl]-4-piperidinyl]-2H-1,2,3-triazole-4-carboxylate), aqueous solution, [OH-].[Na+] (sodium hydroxide). Run in CO (methanol), O1CCCC1 (tetrahydrofuran). Conditions: time 8 hour. The product is CC1=CC(=NN1CC(=O)N1CCC(CC1)N1N=CC(=N1)C(=O)O)C(F)(F)F (2-[1-[[5-methyl-3-(trifluoromethyl)-1H-pyrazol-1-yl]acetyl]-4-piperidinyl]-2H-1,2,3-triazole-4-carboxylic acid). Yield: 85.2%. Reaction SMILES: [CH3:1][C:2]1[N:6]([CH2:7][C:8]([N:10]2[CH2:15][CH2:14][CH:13]([N:16]3[N:20]=[C:19]([C:21]([O:23]CC)=[O:22])[CH:18]=[N:17]3)[CH2:12][CH2:11]2)=[O:9])[N:5]=[C:4]([C:26]([F:29])([F:28])[F:27])[CH:3]=1.[OH-].[Na+]>CO.O1CCCC1>[CH3:1][C:2]1[N:6]([CH2:7][C:8]([N:10]2[CH2:15][CH2:14][CH:13]([N:16]3[N:20]=[C:19]([C:21]([OH:23])=[O:22])[CH:18]=[N:17]3)[CH2:12][CH2:11]2)=[O:9])[N:5]=[C:4]([C:26]([F:29])([F:27])[F:28])[CH:3]=1 |f:1.2|. Reported procedure: Ethyl 2-[1-[[5-methyl-3-(trifluoromethyl)-1H-pyrazol-1-yl]acetyl]-4-piperidinyl]-2H-1,2,3-triazole-4-carboxylate (0.35 g, 0.82 mmol) (i.e. the product of Example 32, Step B) was dissolved in a mixture of methanol (5 mL) and tetrahydrofuran (2 mL). A 1 N aqueous solution of sodium hydroxide (1.6 mL, 1.6 mmol) was added to the reaction mixture and the mixture was stirred overnight. The reaction mixture was concentrated in vacuo and the residue was dissolved in water. The aqueous layer was washed w... The reactants are Cl.C(C1=CC=CC=C1)N1C=NC=C1C(=CCCC1=CC=CC=C1)C1=CC=C(C=C1)C#N (1-benzyl-5-[1-(4-cyanophenyl)-4-phenyl-1-butenyl]-1H-imidazole hydrochloride). The reagents and catalysts are [Pd] (Pd/C). The solvent is C(C)O (ethanol), [H][H] (hydrogen). Yields the product C(#N)C1=CC=C(C=C1)C(CCCC1=CC=CC=C1)C=1N=CNC1 (4-[1-(4-cyanophenyl)-4-phenylbutyl]-1H-imidazole). RXN SMILES: Cl.C([N:9]1[C:13]([C:14]([C:24]2[CH:29]=[CH:28][C:27]([C:30]#[N:31])=[CH:26][CH:25]=2)=[CH:15][CH2:16][CH2:17][C:18]2[CH:23]=[CH:22][CH:21]=[CH:20][CH:19]=2)=[CH:12][N:11]=[CH:10]1)C1C=CC=CC=1>C(O)C.[H][H].[Pd]>[C:30]([C:27]1[CH:26]=[CH:25][C:24]([CH:14]([C:13]2[N:9]=[CH:10][NH:11][CH:12]=2)[CH2:15][CH2:16][CH2:17][C:18]2[CH:23]=[CH:22][CH:21]=[CH:20][CH:19]=2)=[CH:29][CH:28]=1)#[N:31] |f:0.1|. Procedure: 1-benzyl-5-[1-(4-cyanophenyl)-4-phenyl-1-butenyl]-1H-imidazole hydrochloride (1,77 g) is dissolved in ethanol and a catalytic amount of 10% Pd/C is added. The reaction mixture is agitated vigorously at room temperature in hydrogen atmosphere until the reduction of the double bond and the debenzylation are complete. The reaction mixture is filtered and evaporated to dryness. The product is purified by flash chromatography. The reactants are [Cl-].[NH4+] (Ammonium chloride), C(C)(C)(C)OC(=O)N[C@@H]1[C@@H](CCCC1)NC1=NC(=C(C(=O)O)C=C1F)Cl (6-(cis-2-(tert-butoxycarbonylamino)cyclohexylamino)-2-chloro-5-fluoronicotinic acid), C(C)(C)N(CC)C(C)C (diisopropylethylamine), CCN=C=NCCCN(C)C.Cl (WSC.HCl), C=1C=CC2=C(C1)N=NN2O (HOBt), [Cl-].[NH4+] (ammonium chloride). The solvent is CN(C)C=O (DMF), O (H2O), C(C)(=O)OCC (ethyl acetate), O (water). Conditions: time 7 hour. The product is NC(=O)C=1C=C(C(=NC1Cl)N[C@@H]1[C@@H](CCCC1)NC(OC(C)(C)C)=O)F (tert-butyl cis-2-(5-aminocarbonyl-6-chloro-3-fluoropyridin-2-ylamino)cyclohexylcarbamate). Isolated yield 87.7%. As a reaction SMILES: [Cl-].[NH4+].CC[N:5]=C=NCCCN(C)C.Cl.C1C=CC2N(O)N=NC=2C=1.C(N(C(C)C)CC)(C)C.[C:34]([O:38][C:39]([NH:41][C@H:42]1[CH2:47][CH2:46][CH2:45][CH2:44][C@H:43]1[NH:48][C:49]1[C:57]([F:58])=[CH:56][C:52]([C:53](O)=[O:54])=[C:51]([Cl:59])[N:50]=1)=[O:40])([CH3:37])([CH3:36])[CH3:35]>C(OCC)(=O)C.O.CN(C=O)C>[NH2:5][C:53]([C:52]1[CH:56]=[C:57]([F:58])[C:49]([NH:48][C@H:43]2[CH2:44][CH2:45][CH2:46][CH2:47][C@H:42]2[NH:41][C:39](=[O:40])[O:38][C:34]([CH3:35])([CH3:36])[CH3:37])=[N:50][C:51]=1[Cl:59])=[O:54] |f:0.1,2.3|. Procedure details: Ammonium chloride (1.10 g), WSC.HCl (2.97 g), HOBt.H2O (2.37 g), and diisopropylethylamine (7.06 ml) were added to a DMF solution (40 ml) containing 6-(cis-2-(tert-butoxycarbonylamino)cyclohexylamino)-2-chloro-5-fluoronicotinic acid (2.00 g), followed by stirring at room temperature for 7 hours. A saturated aqueous ammonium chloride solution, water, and ethyl acetate were added to the reaction mixture. The organic layer was collected, washed with saturated saline, and dried over anhydrous magnes...